This data is from the Open Reaction Database (ORD), a public repository of structured organic reaction records. The task is: describe an organic reaction: reactants, conditions, products, and yield The yield is 41.2%. The solvent is O (water). Yields the product C(C1=CC=CC=C1)OC1=CC=C(C(=O)N(C)CCN2CCC(CC2)(CC2=CC=C(C=C2)C)O)C=C1 (4-benzyloxy-N-[2-[4-hydroxy-4-(4-methyl-benzyl)-piperidin-1-yl]-ethyl]-N-methyl-benzamide). RXN SMILES: [CH2:1]([O:8][C:9]1[CH:17]=[CH:16][C:12]([C:13]([OH:15])=O)=[CH:11][CH:10]=1)[C:2]1[CH:7]=[CH:6][CH:5]=[CH:4][CH:3]=1.C(N1C=CN=C1)(N1C=CN=C1)=O.CN(C=O)C.[CH3:35][NH:36][CH2:37][CH2:38][N:39]1[CH2:44][CH2:43][C:42]([CH2:46][C:47]2[CH:52]=[CH:51][C:50]([CH3:53])=[CH:49][CH:48]=2)([OH:45])[CH2:41][CH2:40]1>O>[CH2:1]([O:8][C:9]1[CH:10]=[CH:11][C:12]([C:13]([N:36]([CH2:37][CH2:38][N:39]2[CH2:40][CH2:41][C:42]([OH:45])([CH2:46][C:47]3[CH:48]=[CH:49][C:50]([CH3:53])=[CH:51][CH:52]=3)[CH2:43][CH2:44]2)[CH3:35])=[O:15])=[CH:16][CH:17]=1)[C:2]1[CH:3]=[CH:4][CH:5]=[CH:6][CH:7]=1. Procedure: A mixture of 4-benzyloxy benzoic acid (265 mg, 1.16 mmol), 1,1 '-carbonyl-diimidazole (197 mg, 1.21 mmol) and DMF (7 ml) was stirred at 50° C. for 1 h. After cooling to r.t., 1-(2-methylamino-ethyl)-4-(4-methyl-benzyl)-piperidin-4-ol (335 mg, 1.27 mmol) was added and stirring was continued for 1 h. After the addition of water, the mixture was extracted with ether. The organic layer was dried (Na2SO4), filtered and evaporated. The residue was purified by chromatography (silica gel, dichloromethan... The reactants are C(C1=CC=CC=C1)OC1=CC=C(C(=O)O)C=C1 (4-benzyloxy benzoic acid), C(=O)(N1C=NC=C1)N1C=NC=C1 (1,1 '-carbonyl-diimidazole), CN(C)C=O (DMF), CNCCN1CCC(CC1)(O)CC1=CC=C(C=C1)C (1-(2-methylamino-ethyl)-4-(4-methyl-benzyl)-piperidin-4-ol). Run at temperature 50 celsius, time 1 hour. The reactants are CN1CCOCC1, CC1CCC(N)CC1, COC(=O)C1CC1C(=O)O, CN(C)C=O. The product is COC(=O)C1CC1C(=O)NC1CCC(C)CC1. As a reaction SMILES: [CH3:11][N:12]1[CH2:13][CH2:14][O:15][CH2:16][CH2:17]1.[CH3:18][CH:19]1[CH2:20][CH2:21][CH:22]([NH2:25])[CH2:23][CH2:24]1.[CH3:1][O:2][C:3](=[O:4])[CH:5]1[CH:6]([C:8](=[O:9])[OH:10])[CH2:7]1.[O:26]=[CH:27][N:28]([CH3:29])[CH3:30]>>[CH3:1][O:2][C:3](=[O:4])[CH:5]1[CH:6]([C:8](=[O:10])[NH:25][CH:22]2[CH2:21][CH2:20][CH:19]([CH3:18])[CH2:24][CH2:23]2)[CH2:7]1. The reactants are CC=1SC2=C(N1)C=CC=1CCC(C12)=CC#N ((2-Methyl-6,7-dihydro-8H-indeno[5,4-d][1,3]thiazol-8-ylidene)acetonitrile). Reagents/catalysts: [Co] (cobalt). Solvent: N.CO (ammonia methanol). Reaction conditions: time 1 hour. The product is CC=1SC2=C(N1)C=CC=1CCC(C12)=CCN (2-(2-Methyl-6,7-dihydro-8H-indeno[5,4-d][1,3]thiazol-8-ylidene)ethanamine). Reaction SMILES: [CH3:1][C:2]1[S:3][C:4]2[C:13]3[C:12](=[CH:14][C:15]#[N:16])[CH2:11][CH2:10][C:9]=3[CH:8]=[CH:7][C:5]=2[N:6]=1>N.CO.[Co]>[CH3:1][C:2]1[S:3][C:4]2[C:13]3[C:12](=[CH:14][CH2:15][NH2:16])[CH2:11][CH2:10][C:9]=3[CH:8]=[CH:7][C:5]=2[N:6]=1 |f:1.2|. Procedure details: (2-Methyl-6,7-dihydro-8H-indeno[5,4-d][1,3]thiazol-8-ylidene)acetonitrile (170 mg, 0.75 mmol) was dissolved in 2N ammonia/methanol solution (30 mL), Raney cobalt (1.7 g) was added, and the mixture was stirred at room temperature for 1 hr under a hydrogen atmosphere. The catalyst was filtered off using celite, and the filtrate was concentrated under reduced pressure to give the title compound. The obtained title compound was used for the reaction of Example 8 without further purification. Reactants: CN1N=NC(=C1)C1=CC=CC=C1 (1-methyl-4-phenyl-1H-[1,2,3]triazole), [Li]CCCC (n-BuLi), [Cl-].[NH4+] (ammonium chloride), CN(C)C=O (DMF). The solvent is C1CCOC1 (THF). Reaction conditions: temperature -75 celsius, time 40 minute. Product: CN1N=NC(=C1C=O)C1=CC=CC=C1 (3-Methyl-5-phenyl-3H-[1,2,3]triazole-4-carbaldehyde). Yield: 67.3%. As a reaction SMILES: [CH3:1][N:2]1[CH:6]=[C:5]([C:7]2[CH:12]=[CH:11][CH:10]=[CH:9][CH:8]=2)[N:4]=[N:3]1.[Li]CCCC.CN([CH:21]=[O:22])C.[Cl-].[NH4+]>C1COCC1>[CH3:1][N:2]1[C:6]([CH:21]=[O:22])=[C:5]([C:7]2[CH:8]=[CH:9][CH:10]=[CH:11][CH:12]=2)[N:4]=[N:3]1 |f:3.4|. Reported procedure: To a solution of 1-methyl-4-phenyl-1H-[1,2,3]triazole (165 mg, 1.04 mmol) in THF (5.2 mL) was added n-BuLi (1.6 M in hexane, 777 μL, 1.24 mmol) dropwise at −75° C. under Argon. The resulted orange solution was stirred at −75° C. for 40 min, then DMF (104 μL, 1.35 mmol) was added dropwise at −75° C. and the reaction mixture was allowed to warm up to room temperature over 1 h. The mixture was then poured into saturated ammonium chloride solution and extracted with ethyl acetate and the combined or... The reactants are CN(C)C=O, Oc1ncnc2cnc(NC3CC3)nc12, O=S(Cl)Cl. Yields the product Clc1ncnc2cnc(NC3CC3)nc12. RXN SMILES: [CH3:20][N:21]([CH3:22])[CH:23]=[O:24].[OH:1][c:2]1[c:3]2[c:4]([n:5][cH:6][n:7]1)[cH:8][n:9][c:10]([NH:12][CH:13]1[CH2:14][CH2:15]1)[n:11]2.[S:16]([Cl:17])([Cl:18])=[O:19]>>[c:2]1([Cl:18])[c:3]2[c:4]([n:5][cH:6][n:7]1)[cH:8][n:9][c:10]([NH:12][CH:13]1[CH2:14][CH2:15]1)[n:11]2. Reactants: CC(C)(C)[Si](C)(C)OCCc1cc2ccccc2n1-c1ccc(OCc2ccccc2)cc1, CCCC[N+](CCCC)(CCCC)CCCC, [F-], C1CCOC1. Product: OCCc1cc2ccccc2n1-c1ccc(OCc2ccccc2)cc1. RXN SMILES: [CH2:1]([c:2]1[cH:3][cH:4][cH:5][cH:6][cH:7]1)[O:8][c:9]1[cH:10][cH:11][c:12](-[n:15]2[c:16]([CH2:24][CH2:25][O:26][Si:27]([C:28]([CH3:29])([CH3:30])[CH3:31])([CH3:32])[CH3:33])[cH:17][c:18]3[cH:19][cH:20][cH:21][cH:22][c:23]23)[cH:13][cH:14]1.[CH3:35][CH2:36][CH2:37][CH2:38][N+:39]([CH2:40][CH2:41][CH2:42][CH3:43])([CH2:44][CH2:45][CH2:46][CH3:47])[CH2:48][CH2:49][CH2:50][CH3:51].[F-:34].[O:52]1[CH2:53][CH2:54][CH2:55][CH2:56]1>>[CH2:1]([c:2]1[cH:3][cH:4][cH:5][cH:6][cH:7]1)[O:8][c:9]1[cH:10][cH:11][c:12](-[n:15]2[c:16]([CH2:24][CH2:25][OH:26])[cH:17][c:18]3[cH:19][cH:20][cH:21][cH:22][c:23]23)[cH:13][cH:14]1.